Task: describe an organic reaction: reactants, conditions, products, and yield. Dataset: the Open Reaction Database (ORD), a public repository of structured organic reaction records Reactants: COc1ccc(C=CC(=O)O)cc1, O=S(Cl)Cl, c1ccccc1. Product: COc1ccc(C=CC(=O)Cl)cc1. As a reaction SMILES: [CH3:1][O:2][c:3]1[cH:4][cH:5][c:6]([CH:7]=[CH:8][C:9]([OH:10])=[O:11])[cH:12][cH:13]1.[S:14]([Cl:15])([Cl:16])=[O:17].[cH:18]1[cH:19][cH:20][cH:21][cH:22][cH:23]1>>[CH3:1][O:2][c:3]1[cH:4][cH:5][c:6]([CH:7]=[CH:8][C:9](=[O:10])[Cl:16])[cH:12][cH:13]1. The reactants are [Br-], [Br-], [Br-], CC(=O)O, O=C(O)c1ccoc1, c1cc[nH+]cc1, c1cc[nH+]cc1, c1cc[nH+]cc1. The product is O=C(O)c1coc(Br)c1. Reaction SMILES: [Br-:1].[Br-:2].[Br-:3].[CH3:30][C:31](=[O:32])[OH:33].[OH:22][C:23](=[O:24])[c:25]1[cH:26][cH:27][o:28][cH:29]1.[nH+:10]1[cH:11][cH:12][cH:13][cH:14][cH:15]1.[nH+:16]1[cH:17][cH:18][cH:19][cH:20][cH:21]1.[nH+:4]1[cH:5][cH:6][cH:7][cH:8][cH:9]1>>[Br:1][c:27]1[cH:26][c:25]([C:23]([OH:22])=[O:24])[cH:29][o:28]1. The reactants are C(=O)C=1C=C2C(=C(C=NC2=CC1)C#N)CCC (6-formyl-4-propyl-quinoline-3-carbonitrile), COC=1C=CC(=CC1OC2CCCC2)/C=C\3/C(=O)NC(=N)S3 (pseudothiohydantoin), C(C)(=O)[O-].[Na+] (sodium acetate). Run in C(C)(=O)O (acetic acid). The product is NC=1S\C(\C(N1)=O)=C/C=1C=C2C(=C(C=NC2=CC1)C#N)CCC (6-[2-amino-4-oxo-4H-thiazol-(5Z)-ylidenemethyl]-4-propyl-quinoline-3-carbonitrile). Reaction SMILES: [CH:1]([C:3]1[CH:4]=[C:5]2[C:10](=[CH:11][CH:12]=1)[N:9]=[CH:8][C:7]([C:13]#[N:14])=[C:6]2[CH2:15][CH2:16][CH3:17])=O.COC1C=CC(/C=[C:33]2/[C:34]([NH:36][C:37]([S:39]/2)=[NH:38])=[O:35])=CC=1OC1CCCC1.C([O-])(=O)C.[Na+]>C(O)(=O)C>[NH2:38][C:37]1[S:39]/[C:33](=[CH:1]\[C:3]2[CH:4]=[C:5]3[C:10](=[CH:11][CH:12]=2)[N:9]=[CH:8][C:7]([C:13]#[N:14])=[C:6]3[CH2:15][CH2:16][CH3:17])/[C:34](=[O:35])[N:36]=1 |f:2.3|. Reported procedure: Similar procedure as described in example 28c was used, starting from 6-formyl-4-propyl-quinoline-3-carbonitrile (example 71c), pseudothiohydantoin, sodium acetate and acetic acid to give 6-[2-amino-4-oxo-4H-thiazol-(5Z)-ylidenemethyl]-4-propyl-quinoline-3-carbonitrile. LC-MS m/e 323 (MH+).